Dataset: the Open Reaction Database (ORD), a public repository of structured organic reaction records. Task: describe an organic reaction: reactants, conditions, products, and yield The reactants are N#N.COC=1C=C2C=CC(=CC2=CC1OC)S(=O)(=O)N[C@@H](CCCNC(N)=N)C(=O)O (N2 (6,7-dimethoxy-2-naphthalenesulfonyl)-L-arginine), O.C1(=CC=C(C=C1)S(=O)(=O)O)C (p-toluenesulfonic acid monohydrate). Run in C(CCC)O (butyl alcohol), C1=CC=CC=C1 (benzene). The product is N#N.C1(=CC=C(C=C1)S(=O)(=O)O)C.C(CCC)OC([C@@H](NS(=O)(=O)C1=CC2=CC(=C(C=C2C=C1)OC)OC)CCCNC(N)=N)=O (N2 (6,7-dimethoxy-2-naphthalenesulfonyl)-L-arginine butyl ester p-toluenesulfonate). Yield: 92.0%. As a reaction SMILES: [N:1]#[N:2].[CH3:3][O:4][C:5]1[CH:6]=[C:7]2[C:12](=[CH:13][C:14]=1[O:15][CH3:16])[CH:11]=[C:10]([S:17]([NH:20][C@H:21]([C:29]([OH:31])=[O:30])[CH2:22][CH2:23][CH2:24][NH:25][C:26](=[NH:28])[NH2:27])(=[O:19])=[O:18])[CH:9]=[CH:8]2.O.[C:33]1([CH3:43])[CH:38]=[CH:37][C:36]([S:39]([OH:42])(=[O:41])=[O:40])=[CH:35][CH:34]=1>C(O)CCC.C1C=CC=CC=1>[N:1]#[N:2].[C:33]1([CH3:43])[CH:34]=[CH:35][C:36]([S:39]([OH:42])(=[O:40])=[O:41])=[CH:37][CH:38]=1.[CH2:38]([O:30][C:29](=[O:31])[C@H:21]([CH2:22][CH2:23][CH2:24][NH:25][C:26](=[NH:27])[NH2:28])[NH:20][S:17]([C:10]1[CH:9]=[CH:8][C:7]2[C:12](=[CH:13][C:14]([O:15][CH3:16])=[C:5]([O:4][CH3:3])[CH:6]=2)[CH:11]=1)(=[O:18])=[O:19])[CH2:33][CH2:34][CH3:35] |f:0.1,2.3,6.7.8|. Procedure details: A mixture of 1.0 g of N2 -(6,7-dimethoxy-2-naphthalenesulfonyl)-L-arginine and 1.0 g of p-toluenesulfonic acid monohydrate in 5 ml of butyl alcohol and 30 ml of benzene was refluxed for 5 hours, while removing the water formed during the reaction. The reaction mixture was concentrated under reduced pressure, and to the residue was added ethyl ether to yield a crystalline substance which was collected by filtration, washed several times with ethyl ether to afford N2 -(6,7-dimethoxy-2-naphthalenes... Product: Cl.NC1(C(C1)C)C(=O)OCC (racemic (1S,2R)-ethyl 1-amino-2-methylcyclopropanecarboxylate hydrochloride). The reactants are C1(=CC=CC=C1)C(C1=CC=CC=C1)=NC1(C(C1)C)C(=O)OCC (racemic (1S,2R)-ethyl 1-((diphenylmethylene)amino)-2-methylcyclopropanecarboxylate), Cl (HCl). Run in CCOCC (Et2O). As a reaction SMILES: C1(C(=[N:14][C:15]2([C:19]([O:21][CH2:22][CH3:23])=[O:20])[CH2:17][CH:16]2[CH3:18])C2C=CC=CC=2)C=CC=CC=1.[ClH:24]>CCOCC>[ClH:24].[NH2:14][C:15]1([C:19]([O:21][CH2:22][CH3:23])=[O:20])[CH2:17][CH:16]1[CH3:18] |f:3.4|. Run at time 8 hour. Procedure details: A round bottomed flask was charged with racemic (1S,2R)-ethyl 1-((diphenylmethylene)amino)-2-methylcyclopropanecarboxylate and a stir bar. Et2O (50 mL, 0.5 M) was added, and the mixture was cooled to 0° C. for the addition of 1 N HCl (9 mL, 1.2 equiv). The solution was warmed to room temperature and stirred overnight. The mixture was separated, and the organic layer was washed twice with water before being dried with Na2SO4 and concentrated. Lyophilization yielded racemic (1S,2R)-ethyl 1-amino-2... Reactants: CC=1C=C(C(=O)C2=C(OC3=C2C=CC=C3)C3=CC=CC=C3)C=C(C1OC)C (3-(3,5-Dimethyl-4-methoxybenzoyl)-2-phenylbenzofuran), Cl.N1=CC=CC=C1 (pyridine hydrochloride), ice. Product: CC=1C=C(C(=O)C2=C(OC3=C2C=CC=C3)C3=CC=CC=C3)C=C(C1O)C (3-(3,5-dimethyl-4-hydroxybenzoyl)-2-phenylbenzofuran). Reaction SMILES: [CH3:1][C:2]1[CH:3]=[C:4]([CH:22]=[C:23]([CH3:27])[C:24]=1[O:25]C)[C:5]([C:7]1[C:11]2[CH:12]=[CH:13][CH:14]=[CH:15][C:10]=2[O:9][C:8]=1[C:16]1[CH:21]=[CH:20][CH:19]=[CH:18][CH:17]=1)=[O:6].Cl.N1C=CC=CC=1>>[CH3:27][C:23]1[CH:22]=[C:4]([CH:3]=[C:2]([CH3:1])[C:24]=1[OH:25])[C:5]([C:7]1[C:11]2[CH:12]=[CH:13][CH:14]=[CH:15][C:10]=2[O:9][C:8]=1[C:16]1[CH:21]=[CH:20][CH:19]=[CH:18][CH:17]=1)=[O:6] |f:1.2|. Procedure details: 3-(3,5-Dimethyl-4-methoxybenzoyl)-2-phenylbenzofuran (17.8 g., 0.05 mol.) is combined with 50 g. of freshly distilled pyridine hydrochloride and the mixture is refluxed 1 hour. The hot mixture is poured with stirring onto an ice-dilute hydrochloric acid mixture and the precipitate is collected to give 3-(3,5-dimethyl-4-hydroxybenzoyl)-2-phenylbenzofuran. Starting materials: O (water), ClC1=C(C(=CC(=C1)OCC1=CC=CC=C1)Cl)OCCCCCl (1,3-dichloro-2-(4-chlorobutoxy)-5-(phenylmethoxy)benzene), CC1(CC2=C(O1)C(=CC=C2)O)C (2,2-dimethyl-2,3-dihydrobenzo[b]furan-7-ol), C([O-])([O-])=O.[K+].[K+] (potassium carbonate). Solvent: CN(C)C=O (DMF). Yields the product CC1(CC2=C(O1)C(=CC=C2)OCCCCOC2=C(C=C(C=C2Cl)OCC2=CC=CC=C2)Cl)C (2-[4-(2,2-dimethyl(2,3-dihydrobenzo[2,3-b]furan-7-yloxy))butoxy]-1,3-dichloro-5-(phenylmethoxy)benzene). The yield is 63.7%. As a reaction SMILES: [Cl:1][C:2]1[CH:7]=[C:6]([O:8][CH2:9][C:10]2[CH:15]=[CH:14][CH:13]=[CH:12][CH:11]=2)[CH:5]=[C:4]([Cl:16])[C:3]=1[O:17][CH2:18][CH2:19][CH2:20][CH2:21]Cl.[CH3:23][C:24]1([CH3:34])[O:28][C:27]2[C:29]([OH:33])=[CH:30][CH:31]=[CH:32][C:26]=2[CH2:25]1.C(=O)([O-])[O-].[K+].[K+].O>CN(C=O)C>[CH3:23][C:24]1([CH3:34])[O:28][C:27]2[C:29]([O:33][CH2:21][CH2:20][CH2:19][CH2:18][O:17][C:3]3[C:4]([Cl:16])=[CH:5][C:6]([O:8][CH2:9][C:10]4[CH:11]=[CH:12][CH:13]=[CH:14][CH:15]=4)=[CH:7][C:2]=3[Cl:1])=[CH:30][CH:31]=[CH:32][C:26]=2[CH2:25]1 |f:2.3.4|. Procedure: A stirred solution of 1.0 gram (0.0028 mole) of 1,3-dichloro-2-(4-chlorobutoxy)-5-(phenylmethoxy)benzene, 0.6 gram (0.0034 mole) of 2,2-dimethyl-2,3-dihydrobenzo[b]furan-7-ol (known compound), and 0.6 gram (0.0043 mole) of potassium carbonate in 25 mL of DMF was heated at 80° C. for about 18 hours. After this time, the reaction mixture was cooled and 50 mL of water was added. The mixture was then extracted with three 25 mL portions of diethyl ether. The combined extracts were washed with 25 mL o... The reactants are N1=CC=CC=C1 (pyridine), OC=1C(=C2CCC(OC2=C(C1C)C)(C)COC1=CC=C(CC2C(NC(S2)=O)=O)C=C1)C (5-[4-(6-hydroxy-2,5,7,8-tetramethylchroman-2-ylmethoxy)benzyl]thiazolidine-2,4-dione), C(C)(=O)OC(C)=O (acetic anhydride). Run in C1=CC=CC=C1 (benzene). Yields the product C(C)(=O)OC=1C(=C2CCC(OC2=C(C1C)C)(C)COC1=CC=C(CC2C(NC(S2)=O)=O)C=C1)C (5-[4-(6-acetoxy-2,5,7,8-tetramethylchroman-2-ylmethoxy)benzyl]thiazolidine-2,4-dione). RXN SMILES: [OH:1][C:2]1[C:3]([CH3:31])=[C:4]2[C:9](=[C:10]([CH3:13])[C:11]=1[CH3:12])[O:8][C:7]([CH2:15][O:16][C:17]1[CH:30]=[CH:29][C:20]([CH2:21][CH:22]3[S:26][C:25](=[O:27])[NH:24][C:23]3=[O:28])=[CH:19][CH:18]=1)([CH3:14])[CH2:6][CH2:5]2.N1C=CC=CC=1.[C:38](OC(=O)C)(=[O:40])[CH3:39]>C1C=CC=CC=1>[C:38]([O:1][C:2]1[C:3]([CH3:31])=[C:4]2[C:9](=[C:10]([CH3:13])[C:11]=1[CH3:12])[O:8][C:7]([CH2:15][O:16][C:17]1[CH:30]=[CH:29][C:20]([CH2:21][CH:22]3[S:26][C:25](=[O:27])[NH:24][C:23]3=[O:28])=[CH:19][CH:18]=1)([CH3:14])[CH2:6][CH2:5]2)(=[O:40])[CH3:39]. Reported procedure: 0.725 g of 5-[4-(6-hydroxy-2,5,7,8-tetramethylchroman-2-ylmethoxy)benzyl]thiazolidine-2,4-dione was dissolved in 4 ml of benzene; 400 mg of dry pyridine were added; 0.2 g of acetic anhydride was added dropwise under a nitrogen stream at 5°-10° C.; and the mixture was reacted for 2 days at room temperature. The resulting white crystals were separated by filtration, washed with benzene and vacuum-dried for 30 minutes at 90° C., giving 0.74 g of the benzene mono adduct of 5-[4-(6-acetoxy-2,5,7,8-te...